Dataset: the Open Reaction Database (ORD), a public repository of structured organic reaction records. Task: describe an organic reaction: reactants, conditions, products, and yield Yield: 50.0%. Solvent: O (water), O (water). As a reaction SMILES: C(=O)(O)[O-].[Na+].[OH:6][C:7]1[CH:8]=[C:9]([C:13](=O)[C:14]([OH:16])=[O:15])[CH:10]=[CH:11][CH:12]=1.Cl.[NH2:19][OH:20].Cl>O>[OH:20][N:19]=[C:13]([C:9]1[CH:10]=[CH:11][CH:12]=[C:7]([OH:6])[CH:8]=1)[C:14]([OH:16])=[O:15] |f:0.1,3.4|. Procedure: To a solution of sodium bicarbonate (5.56 g.) in water (200 ml.) was added and dissolved with stirring 3-hydroxyphenylglyoxylic acid (11 g.) under cooling. On the other hand, hydroxylamine hydrochloride (4.60 g.) was added and dissolved into a solution of sodium bicarbonate (5.56 g.) in water (70 ml.) with stirring at room temperature. Thus obtained solution was added with stirring to the above obtained solution under cooling. The mixture was stirred for 20 hours at room temperature and was subj... Starting materials: C([O-])(O)=O.[Na+] (sodium bicarbonate), C([O-])(O)=O.[Na+] (sodium bicarbonate), OC=1C=C(C=CC1)C(C(=O)O)=O (3-hydroxyphenylglyoxylic acid), Cl.NO (hydroxylamine hydrochloride), Cl (hydrochloric acid). Yields the product ON=C(C(=O)O)C1=CC(=CC=C1)O (2-hydroxyimino-2-(3-hydroxyphenyl)acetic acid). Starting materials: N[C@@H](CCC(N)=O)C(=O)O.CC[C@H](C)[C@@H]1[C@H](CC(=O)O[C@H](C(=O)[C@@H](C(=O)N[C@H](C(=O)N2CCC[C@H]2C(=O)N([C@H](C(=O)O[C@@H]([C@@H](C(=O)N1)NC(=O)[C@@H](CC(C)C)NC)C)CC=3C=CC(=CC3)OC)C)CC(C)C)C)C(C)C)O (L-Gln didemnin A). Reagents/catalysts: [Pd] (Pd/C). The solvent is C(C)(C)O (isopropyl alcohol). Reaction conditions: time 3 hour. Product: N[C@@H](CCC(N)=O)C(=O)O (L-Gln). As a reaction SMILES: [NH2:1][C@H:2]([C:8]([OH:10])=[O:9])[CH2:3][CH2:4][C:5](=[O:7])[NH2:6].CC[C@@H]([C@H]1NC(=O)[C@@H](NC([C@H](NC)CC(C)C)=O)[C@@H](C)OC(=O)[C@H](CC2C=CC(OC)=CC=2)N(C)C(=O)[C@H]2N(CCC2)C(=O)[C@H](CC(C)C)NC(=O)[C@@H](C)C(=O)[C@H](C(C)C)OC(=O)C[C@@H]1O)C>C(O)(C)C.[Pd]>[NH2:1][C@H:2]([C:8]([OH:10])=[O:9])[CH2:3][CH2:4][C:5](=[O:7])[NH2:6] |f:0.1|. Procedure details: The protected form of L-Gln-didemnin A (3.20 mg, 2.60 umol) was dissolved in isopropyl alcohol (0.50 mL) and 10% Pd/C catalyst (3.00 mg) was added. The solution was hydrogenated for 3 h, then the catalyst was removed by filtration over celite and solvent was removed to afford L-Gln-DA (2.30 mg, 88%); FABMS 1071.5 (M+H); HRFABMS Calcd for C54H87N8O14 (M+H) 1071.6341, Found 1071.6342. Reactants: C(C)(=O)O[C@H]1[C@@H](O[C@@H]([C@H]([C@@H]1OC(C)=O)OC(C)=O)COC(C)=O)C1=CC(=C(C=C1)Cl)C(C)(F)C1=CC=C(C=C1)OCC (2,3,4,6-tetra-O-acetyl-1-{4-chloro-3-[1-(4-ethyoxyphenyl)-1-fluoroethyl]phenyl}-1-deoxy-β-D-glucopyranose), ClC1=C(C=C(C=C1)[C@H]1[C@H](O)[C@@H](O)[C@H](O)[C@H](O1)CO)C(CC1=CC=C(C=C1)OCC)F (1-{4-chloro-3-[(4-ethyoxyphenyl)-1-fluoroethyl]phenyl}-1-deoxy-β-D-glucopyranose). Run in CO (methanol), C[O-].[Na+] (sodium methoxide). Run at time 5 hour. Product: ClC1=C(C=C(C=C1)[C@H]1[C@H](O)[C@@H](O)[C@H](O)[C@H](O1)CO)C(C)(F)C1=CC=C(C=C1)OCC (1-{4-chloro-3-[1-(4-ethyoxyphenyl)-1-fluoroethyl]phenyl}-1-deoxy-β-D-glucopyranose). Reaction SMILES: C([O:4][C@@H:5]1[C@@H:10]([O:11]C(=O)C)[C@H:9]([O:15]C(=O)C)[C@@H:8]([CH2:19][O:20]C(=O)C)[O:7][C@H:6]1[C:24]1[CH:29]=[CH:28][C:27]([Cl:30])=[C:26]([C:31]([C:34]2[CH:39]=[CH:38][C:37]([O:40][CH2:41][CH3:42])=[CH:36][CH:35]=2)([F:33])[CH3:32])[CH:25]=1)(=O)C.ClC1C=CC([C@@H]2O[C@H](CO)[C@@H](O)[C@H](O)[C@H]2O)=CC=1C(F)CC1C=CC(OCC)=CC=1>CO.C[O-].[Na+]>[Cl:30][C:27]1[CH:28]=[CH:29][C:24]([C@@H:6]2[O:7][C@H:8]([CH2:19][OH:20])[C@@H:9]([OH:15])[C@H:10]([OH:11])[C@H:5]2[OH:4])=[CH:25][C:26]=1[C:31]([C:34]1[CH:35]=[CH:36][C:37]([O:40][CH2:41][CH3:42])=[CH:38][CH:39]=1)([F:33])[CH3:32] |f:3.4|. Reported procedure: 3.98 g of the 2,3,4,6-tetra-O-acetyl-1-{4-chloro-3-[1-(4-ethyoxyphenyl)-1-fluoroethyl]phenyl}-1-deoxy-β-D-glucopyranose prepared as above was dissolved in 7 ml of anhydrous methanol containing 0.11 g of sodium methoxide, and stirred for 5 hours at room temperature, and then 1 g of dried strongly acidic resin was added, and stirred overnight at room temperature. The resin was removed by filtration, and the resulting filtrate was evaporated to dryness on a rotary evaporator to afford a white solid... Starting materials: CCC1=C(C2=CC3=C(C(=C(N3)C=C4C(=C(C(=N4)C=C5C(=C(C(=N5)C=C1N2)C)CCC(=O)OC)CCC(=O)OC)C)C)CC)C (mesoporphyrin dimethyl ester). The solvent is [OH-].[NH4+] (ammonium hydroxide). Yields the product CCC1=C(C2=CC3=C(C(=C(N3)C=C4C(=C(C(=N4)C=C5C(=C(C(=N5)C=C1N2)C)CCC(=O)O)CCC(=O)O)C)C)CC)C (mesoporphyrin). Reaction SMILES: [CH3:1][CH2:2][C:3]1[C:25]2[NH:26][C:5](=[CH:6][C:7]3[NH:11][C:10]([CH:12]=[C:13]4[N:17]=[C:16]([CH:18]=[C:19]5[N:23]=[C:22]([CH:24]=2)[C:21]([CH3:27])=[C:20]5[CH2:28][CH2:29][C:30]([O:32]C)=[O:31])[C:15]([CH2:34][CH2:35][C:36]([O:38]C)=[O:37])=[C:14]4[CH3:40])=[C:9]([CH3:41])[C:8]=3[CH2:42][CH3:43])[C:4]=1[CH3:44]>[OH-].[NH4+]>[CH3:1][CH2:2][C:3]1[C:25]2[NH:26][C:5](=[CH:6][C:7]3[NH:11][C:10]([CH:12]=[C:13]4[N:17]=[C:16]([CH:18]=[C:19]5[N:23]=[C:22]([CH:24]=2)[C:21]([CH3:27])=[C:20]5[CH2:28][CH2:29][C:30]([OH:32])=[O:31])[C:15]([CH2:34][CH2:35][C:36]([OH:38])=[O:37])=[C:14]4[CH3:40])=[C:9]([CH3:41])[C:8]=3[CH2:42][CH3:43])[C:4]=1[CH3:44] |f:1.2|. Procedure details: In some aspects, a method of synthesizing a metal mesoporphyrin compound comprises forming a protoporphyrin methyl ester from hemin and converting the protoporphyrin methyl ester intermediate to a metal mesoporphyrin compound through metal insertion and hydrogenation. In some embodiments, metal insertion yields a metal protoporphyrin dimethyl ester intermediate. In further embodiments, the metal protoporphyrin dimethyl ester is hydrogenated in dichloromethane over palladium catalyst to form a me... Starting materials: ClC1=CC=C(C=2C(C=3C(=CN=CC3C(C21)=O)O)=O)F (9-chloro-6-fluoro-4-hydroxybenzo[g]isoquinoline-5,10-dione), Example 28, COC1=CC=C(COC(NC(C)C)=NC(C)C)C=C1 (O-p-methoxybenzyl-N,N'-diisopropylisourea). Run in ClCCl (dichloromethane). Product: ClC1=CC=C(C=2C(C=3C(=CN=CC3C(C21)=O)OCC2=CC=C(C=C2)OC)=O)F (9-chloro-6-fluoro-4-(p-methoxy benzyloxy)benzo[g]isoquinoline-5,10-dione). As a reaction SMILES: [Cl:1][C:2]1[C:15]2[C:14](=[O:16])[C:13]3[CH:12]=[N:11][CH:10]=[C:9]([OH:17])[C:8]=3[C:7](=[O:18])[C:6]=2[C:5]([F:19])=[CH:4][CH:3]=1.[CH3:20][O:21][C:22]1[CH:38]=[CH:37][C:25]([CH2:26]OC(=NC(C)C)NC(C)C)=[CH:24][CH:23]=1>ClCCl>[Cl:1][C:2]1[C:15]2[C:14](=[O:16])[C:13]3[CH:12]=[N:11][CH:10]=[C:9]([O:17][CH2:26][C:25]4[CH:37]=[CH:38][C:22]([O:21][CH3:20])=[CH:23][CH:24]=4)[C:8]=3[C:7](=[O:18])[C:6]=2[C:5]([F:19])=[CH:4][CH:3]=1. Procedure details: A solution of 9-chloro-6-fluoro-4-hydroxybenzo[g]isoquinoline-5,10-dione of Preparative Example 28 (0.050 g) and O-p-methoxybenzyl-N,N'-diisopropylisourea prepared in Step a (0.095 gs) in dichloromethane (1 mL) is stirred at room temperature for 3.5 h under a nitrogen blanket. The dark reddish-brown mixture is purified by flash chromatography over silica gel using gradient elution commencing with 100:2 (300 mL) followed by 100:4 (300 mL) mixtures of chloroform: tert-butyl methyl ether. Removal o... Reactants: ClC=1C=C2CCC(NC2=C(C1O)Br)=O (6-chloro-8-bromo-7-hydroxy-3,4-dihydrocarbostyril), [OH-].[Na+] (sodium hydroxide), BrCCCCl (3-bromo-1-chloropropane). Run in C(C)(C)O (isopropanol). Conditions: time 1 hour. The product is ClC=1C=C2CCC(NC2=C(C1OCCCCl)Br)=O (6-chloro-8-bromo-7-(3-chloropropoxy)-3,4-dihydrocarbostyril). As a reaction SMILES: [Cl:1][C:2]1[CH:3]=[C:4]2[C:9](=[C:10]([Br:13])[C:11]=1[OH:12])[NH:8][C:7](=[O:14])[CH2:6][CH2:5]2.[OH-].[Na+].Br[CH2:18][CH2:19][CH2:20][Cl:21]>C(O)(C)C>[Cl:1][C:2]1[CH:3]=[C:4]2[C:9](=[C:10]([Br:13])[C:11]=1[O:12][CH2:18][CH2:19][CH2:20][Cl:21])[NH:8][C:7](=[O:14])[CH2:6][CH2:5]2 |f:1.2|. Reported procedure: 5 Grams of 6-chloro-8-bromo-7-hydroxy-3,4-dihydrocarbostyril and 3 g of sodium hydroxide are mixed with 120 ml of isopropanol and stirred at 50°-60° C. for 1 hour. Then 10 ml of 3-bromo-1-chloropropane are added thereto and stirred at 70°-80° C. for 6 hours. The reaction mixture is concentrated under reduced pressure to dryness and the residue thus obtained is extracted with chloroform. The chloroform layer is washed with water and dried. Then chloroform is removed by distillation and the residu... Starting materials: C(C)OC(=O)C=1C(=NC2=CC=C(C=C2C1C1=CC=CC=C1)Cl)Cl (2,6-dichloro-4-phenyl-quinoline-3-carboxylic acid ethyl ester), C(C)NCC (diethyl-amine), liquid. The product is C(C)OC(=O)C=1C(=NC2=CC=C(C=C2C1C1=CC=CC=C1)Cl)N(CC)CC (6-Chloro-2-diethylamino-4-phenyl-quinoline-3-carboxylic acid ethyl ester). Reaction SMILES: [CH2:1]([O:3][C:4]([C:6]1[C:7](Cl)=[N:8][C:9]2[C:14]([C:15]=1[C:16]1[CH:21]=[CH:20][CH:19]=[CH:18][CH:17]=1)=[CH:13][C:12]([Cl:22])=[CH:11][CH:10]=2)=[O:5])[CH3:2].[CH2:24]([NH:26][CH2:27][CH3:28])[CH3:25]>>[CH2:1]([O:3][C:4]([C:6]1[C:7]([N:26]([CH2:27][CH3:28])[CH2:24][CH3:25])=[N:8][C:9]2[C:14]([C:15]=1[C:16]1[CH:21]=[CH:20][CH:19]=[CH:18][CH:17]=1)=[CH:13][C:12]([Cl:22])=[CH:11][CH:10]=2)=[O:5])[CH3:2]. Procedure details: The title compound was prepared in analogy to example 37 step A from 2,6-dichloro-4-phenyl-quinoline-3-carboxylic acid ethyl ester (prepared as described in example 11 step B, 100 mg, 0.29 mmol) and diethyl-amine (0.06 ml, 0.58 mmol). Sticky liquid (70 mg, 63%). LC-MS: 383 (M+H)+. The reactants are ClC=1C=CC(=C(C1)O)C1=NC2=C(N1CC1CCCCC1)C=C(C(=C2)F)F (5-chloro-2-(1-cyclohexylmethyl-5,6-difluoro-1H-benzoimidazol-2-yl)-phenol), C([O-])([O-])=O.[Cs+].[Cs+] (cesium carbonate), BrCC1CCCCC1 (bromomethyl-cyclohexane). The solvent is CC(=O)C (acetone). Product: ClC1=CC(=C(C=C1)C1=NC2=C(N1CC1CCCCC1)C=C(C(=C2)F)F)OCC2CCCCC2 (2-(4-Chloro-2-cyclohexylmethoxy-phenyl)-1-cyclohexylmethyl-5,6-difluoro-1H-benzoimidazole). Yield: 56.0%. RXN SMILES: [Cl:1][C:2]1[CH:3]=[CH:4][C:5]([C:9]2[N:13]([CH2:14][CH:15]3[CH2:20][CH2:19][CH2:18][CH2:17][CH2:16]3)[C:12]3[CH:21]=[C:22]([F:26])[C:23]([F:25])=[CH:24][C:11]=3[N:10]=2)=[C:6]([OH:8])[CH:7]=1.C(=O)([O-])[O-].[Cs+].[Cs+].Br[CH2:34][CH:35]1[CH2:40][CH2:39][CH2:38][CH2:37][CH2:36]1>CC(C)=O>[Cl:1][C:2]1[CH:3]=[CH:4][C:5]([C:9]2[N:13]([CH2:14][CH:15]3[CH2:16][CH2:17][CH2:18][CH2:19][CH2:20]3)[C:12]3[CH:21]=[C:22]([F:26])[C:23]([F:25])=[CH:24][C:11]=3[N:10]=2)=[C:6]([O:8][CH2:34][CH:35]2[CH2:40][CH2:39][CH2:38][CH2:37][CH2:36]2)[CH:7]=1 |f:1.2.3|. Procedure details: To the solution of 5-chloro-2-(1-cyclohexylmethyl-5,6-difluoro-1H-benzoimidazol-2-yl)-phenol (Example 19, intermediate a) (98 mg, 0.26 mmol) in acetone (10 ml) was added cesium carbonate (127 mg, 0.39 mmol) followed by bromomethyl-cyclohexane (42 mg, 0.31 mmol; CAS Reg. No. 2550-36-9) and the reaction was refluxed for 12 h. The reaction mixture was filtered, and the filtrate was concentrated under reduced pressure. The crude material was purified by column chromatography using silica gel (30-40%...